This data is from the Open Reaction Database (ORD), a public repository of structured organic reaction records. The task is: describe an organic reaction: reactants, conditions, products, and yield Starting materials: C(C)OC(C1=CC=C(C=C1)O)=O (ethyl-p-hydroxybenzoate), ketone, alcohol, [H][H] (hydrogen), [H][H] (hydrogen). The reagents and catalysts are [Pd] (palladium on carbon). Product: C(=O)(OCC)C1CCC(CC1)=O (4-CARBOETHOXYCYCLOHEXANONE). RXN SMILES: [CH2:1]([O:3][C:4](=[O:12])[C:5]1[CH:10]=[CH:9][C:8]([OH:11])=[CH:7][CH:6]=1)[CH3:2].[H][H]>[Pd]>[C:4]([CH:5]1[CH2:10][CH2:9][C:8](=[O:11])[CH2:7][CH2:6]1)([O:3][CH2:1][CH3:2])=[O:12]. Reported procedure: Into a 1-liter magnetically stirred autoclave is placed 489 grams of ethyl-p-hydroxybenzoate having the structure: ##STR139## and 5% palladium on carbon catalyst (4 grams). The autoclave is sealed and hydrogenated at 125°-140° C. and 50 psig hydrogen pressure until the uptake of hydrogen is approximately 70% of theory. GLC analysis indicates that the reaction product at this point contains 71% ketone having the structure: ##STR140## 7.6% alcohol having the structure: ##STR141## and 20% starting ... Reactants: [Na] (sodium), S(=O)(=O)(O)O.C(CCCCCCC)NC(=N)N (n-octylguanidine sulfate). The product is C(CCCCCCC)N=C=O (n-octyl isocyanate). As a reaction SMILES: [Na].S(O)(O)(=O)=[O:3].[CH2:7]([NH:15][C:16](N)=N)[CH2:8][CH2:9][CH2:10][CH2:11][CH2:12][CH2:13][CH3:14]>>[CH2:7]([N:15]=[C:16]=[O:3])[CH2:8][CH2:9][CH2:10][CH2:11][CH2:12][CH2:13][CH3:14] |f:1.2,^1:0|. Procedure: Proceeding in a manner similar to that described above in Example 18A, and using 2.3 g. of sodium, 22 g. of n-octylguanidine sulfate, and 15.5 g. of n-octyl isocyanate, there was obtained 26 g. of 1-n-octylamidino-3-n-octylurea having the structural formula ##STR69## as a white crystalline solid which melted at 60°-62° C. The solubility of this base in water at 25° C. was less than 0.25 percent. In 95 percent ethyl alcohol it was soluble to the extent of 5 percent; a precipitate formed when the ... The reactants are ClC1=C(C(=O)OC(C)C)C=C(C(=C1)F)N1C(NC(=CC1=O)CCC)=O (isopropyl 2-chloro-4-fluoro-5-[3,6-dihydro-4-propyl-2,6-dioxo-1(2H)-pyrimidinyl]-benzoate), S(=O)(=O)(OC)OC (dimethyl sulphate), [Na] (sodium). Solvent: C(C)(C)O (isopropanol). Yields the product ClC1=C(C(=O)OC(C)C)C=C(C(=C1)F)N1C(N(C(=CC1=O)CCC)C)=O (isopropyl 2-chloro-4-fluoro-5-[3,6-dihydro-3-methyl-4-propyl-2,6-dioxo-1(2H)-pyrimidinyl]-benzoate). Reaction SMILES: [Cl:1][C:2]1[CH:13]=[C:12]([F:14])[C:11]([N:15]2[C:20](=[O:21])[CH:19]=[C:18]([CH2:22][CH2:23][CH3:24])[NH:17][C:16]2=[O:25])=[CH:10][C:3]=1[C:4]([O:6][CH:7]([CH3:9])[CH3:8])=[O:5].S(OC)(O[CH3:30])(=O)=O.[Na]>C(O)(C)C>[Cl:1][C:2]1[CH:13]=[C:12]([F:14])[C:11]([N:15]2[C:20](=[O:21])[CH:19]=[C:18]([CH2:22][CH2:23][CH3:24])[N:17]([CH3:30])[C:16]2=[O:25])=[CH:10][C:3]=1[C:4]([O:6][CH:7]([CH3:9])[CH3:8])=[O:5] |^1:32|. Procedure details: using isopropyl 2-chloro-4-fluoro-5-[3,6-dihydro-4-propyl-2,6-dioxo-1(2H)-pyrimidinyl]-benzoate and dimethyl sulphate with sodium isopropylate in isopropanol there is obtained isopropyl 2-chloro-4-fluoro-5-[3,6-dihydro-3-methyl-4-propyl-2,6-dioxo-1(2H)-pyrimidinyl]-benzoate, 1H--NMR (CDCl3, 400 MHz) 7.83 ppm (d, 1H), 7.34 ppm (d, 1H), 5.73 ppm (s, 1H), 5.23 ppm (m, 1H), 3.45 ppm (s, 3H), 2.53 ppm (t, 2H), 1.72 ppm (m, 2H), 1.36 ppm (d, 6H), 1.10 ppm (t, 3H), Starting materials: CN(C)C=O, Cc1ccccc1, ClCCCN1CCOCC1, [H-], [Na+], COc1ccc(C=O)c(O)c1. Yields the product COc1ccc(C=O)c(OCCCN2CCOCC2)c1. As a reaction SMILES: [CH3:24][N:25]([CH3:26])[CH:27]=[O:28].[CH3:29][c:30]1[cH:31][cH:32][cH:33][cH:34][cH:35]1.[Cl:14][CH2:15][CH2:16][CH2:17][N:18]1[CH2:19][CH2:20][O:21][CH2:22][CH2:23]1.[H-:12].[Na+:13].[OH:1][c:2]1[c:3]([CH:4]=[O:5])[cH:6][cH:7][c:8]([O:10][CH3:11])[cH:9]1>>[O:1]([c:2]1[c:3]([CH:4]=[O:5])[cH:6][cH:7][c:8]([O:10][CH3:11])[cH:9]1)[CH2:15][CH2:16][CH2:17][N:18]1[CH2:19][CH2:20][O:21][CH2:22][CH2:23]1. The reactants are C1(=C(C(=C(C(=C1F)F)F)N)F)N.Cl.Cl (dihydrochloride), NC1=C(C=C(C=C1C#N)C(CNC(C)CC)=O)Cl (4'-amino-2-sec.butylamino-3'-chloro-5'-cyano-acetophenone). Yields the product NC1=C(C=C(C=C1C#N)C(CNC(C)CC)O)Cl (1-(4'-Amino-3'-chloro-5'-cyano-phenyl)-2-sec.butylamino-ethanol). RXN SMILES: C1(N)C(F)=C(F)C(F)=C(N)C=1F.Cl.Cl.[NH2:15][C:16]1[C:21]([C:22]#[N:23])=[CH:20][C:19]([C:24](=[O:31])[CH2:25][NH:26][CH:27]([CH2:29][CH3:30])[CH3:28])=[CH:18][C:17]=1[Cl:32]>>[NH2:15][C:16]1[C:21]([C:22]#[N:23])=[CH:20][C:19]([CH:24]([OH:31])[CH2:25][NH:26][CH:27]([CH2:29][CH3:30])[CH3:28])=[CH:18][C:17]=1[Cl:32] |f:0.1.2|. Reported procedure: m.p. of the dihydrochloride: 190°-191° C., was prepared from 4'-amino-2-sec.butylamino-3'-chloro-5'-cyano-acetophenone analogous to Example 48. Reactants: Cl[Fe](Cl)Cl, C=C(Cl)Cl, CCCCC(C)(Cl)CC, Cl. The product is CCCCC(C)(C=C(Cl)Cl)CC. Reaction SMILES: [Cl:15][Fe:16]([Cl:17])[Cl:18].[Cl:1][C:2]([Cl:3])=[CH2:4].[Cl:5][C:6]([CH2:7][CH3:8])([CH2:9][CH2:10][CH2:11][CH3:12])[CH3:13].[ClH:14]>>[Cl:1][C:2]([Cl:3])=[CH:4][C:6]([CH2:7][CH3:8])([CH2:9][CH2:10][CH2:11][CH3:12])[CH3:13].